This data is from the Open Reaction Database (ORD), a public repository of structured organic reaction records. The task is: describe an organic reaction: reactants, conditions, products, and yield Starting materials: N(=[N+]=[N-])C(CN(C1=CC=CC=C1)CC)CN=[N+]=[N-] (rac-(2,3-diazido-propyl)-ethyl-phenyl-amine). Reagents/catalysts: [Pt](=O)=O (platinum(IV)-oxide). The solvent is CO (methanol). Yields the product C(C)N(CC(CN)N)C1=CC=CC=C1 (rac-N1-Ethyl-N1-phenyl-propane-1,2,3-triamine). Isolated yield 98.3%. RXN SMILES: [N:1]([CH:4]([CH2:15][N:16]=[N+]=[N-])[CH2:5][N:6]([CH2:13][CH3:14])[C:7]1[CH:12]=[CH:11][CH:10]=[CH:9][CH:8]=1)=[N+]=[N-]>CO.[Pt](=O)=O>[CH2:13]([N:6]([C:7]1[CH:8]=[CH:9][CH:10]=[CH:11][CH:12]=1)[CH2:5][CH:4]([NH2:1])[CH2:15][NH2:16])[CH3:14]. Procedure details: To a solution of rac-(2,3-diazido-propyl)-ethyl-phenyl-amine (0.245 g, 1 mmol) in methanol (5 ml) was added platinum(IV)-oxide (50 mg) and the mixture was hydrogenated at atmospheric pressure overnight. The catalyst was removed by filtration over celite and the filtrate was evaporated. The residue was purified by chromatography (column: Isolute® Flash-NH2 from Separtis; eluent: ethyl acetate) to yield a light yellow liquid (0.19 g, 98%); MS (ISP): 194.1 ((M+H)+). Yields the product NC(=S)N.CC(C)(C)C (Thiourea neopentane). Reactants: NC(=S)N (thiourea), CC(C)(C)C (neopentane). Procedure details: 4 g thiourea were dissolved in 20 ml ethanol at 60° C. The solution was then placed in a high pressure autoclave and subjected to a neopentane pressure of 150 bar. The solution was cooled down to room temperature within 60 h. The solution with h/g crystals was removed from the autoclave, filtered and the h/g crystals were washed with 10 ml cold ethanol. The h/g complex crystals were dried in the vacuum cabinet at 60° C. Reaction SMILES: [NH2:1][C:2]([NH2:4])=[S:3].[CH3:5][C:6]([CH3:9])([CH3:8])[CH3:7]>C(O)C>[NH2:1][C:2]([NH2:4])=[S:3].[CH3:5][C:6]([CH3:9])([CH3:8])[CH3:7] |f:3.4|. Solvent: C(C)O (ethanol).